From a dataset of the Open Reaction Database (ORD), a public repository of structured organic reaction records. describe an organic reaction: reactants, conditions, products, and yield Starting materials: NC1=NC(=C2N=CN(C2=N1)[C@H]1C=C[C@H](C1)CO)Cl ((±)-cis-4-(-2-Amino-6-chloro-9H-purin-9-yl)-2-cyclopentene-1-methanol), C(CC)N (propylamine), [OH-].[Na+] (NaOH). Solvent: C(C)O (ethanol). The product is NC1=NC(=C2N=CN(C2=N1)[C@H]1C=C[C@H](C1)CO)NCCC ((±)-cis-4-(2-Amino-6-propylamino-9H-purin-9-yl)-2-cyclopentene-1-methanol). Reaction SMILES: [NH2:1][C:2]1[N:10]=[C:9]2[C:5]([N:6]=[CH:7][N:8]2[C@@H:11]2[CH2:15][C@H:14]([CH2:16][OH:17])[CH:13]=[CH:12]2)=[C:4](Cl)[N:3]=1.[CH2:19]([NH2:22])[CH2:20][CH3:21].[OH-].[Na+]>C(O)C>[NH2:1][C:2]1[N:10]=[C:9]2[C:5]([N:6]=[CH:7][N:8]2[C@@H:11]2[CH2:15][C@H:14]([CH2:16][OH:17])[CH:13]=[CH:12]2)=[C:4]([NH:22][CH2:19][CH2:20][CH3:21])[N:3]=1 |f:2.3|. Reported procedure: A solution of (±)-cis-4-(-2-Amino-6-chloro-9H-purin-9-yl)-2-cyclopentene-1-methanol (0.531 g, 2.00 mmol) from Example 4 and propylamine (1.12 g, 18.19 mmol) in 8 mL of ethanol was stirred at reflux for 2 hours. The solution was allowed to cool to room temperature before the addition of 2 mL of 1.0 N NaOH. Concentration of the solution afforded the crude product which was purified by elution from a silica gel column with 5% methanolchloroform (0.46 g, 80%). Crystallization of such a sample from e... Reaction SMILES: [Br:1]Br.[C:3]([O:6][C:7]1[C:12]([CH3:13])=[C:11]([CH2:14][C:15]([CH3:17])=[CH2:16])[C:10]([OH:18])=[C:9]([O:19][CH3:20])[C:8]=1[O:21][CH3:22])(=[O:5])[CH3:4].C([O-])(=O)C.[Na+].O>C(O)(=O)C>[C:3]([O:6][C:7]1[C:8]([O:21][CH3:22])=[C:9]([O:19][CH3:20])[C:10]2[O:18][C:15]([CH2:17][Br:1])([CH3:16])[CH2:14][C:11]=2[C:12]=1[CH3:13])(=[O:5])[CH3:4] |f:2.3|. Conditions: time 30 minute. The yield is 65.0%. The product is C(C)(=O)OC=1C(=C(C2=C(CC(O2)(C)CBr)C1C)OC)OC (5-Acetoxy-2-bromomethyl-2,3-dihydro-6,7-dimethoxy-2,4-dimethylbenzofuran). The reactants are O (Water), BrBr (Bromine), C(C)(=O)OC1=C(C(=C(C(=C1C)CC(=C)C)O)OC)OC (4-acetoxy-2,3-dimethoxy-5-methyl-6-(2-methyl-2-propenyl)phenol), C(C)(=O)[O-].[Na+] (sodium acetate). Procedure details: Bromine (1.9 g) was added to a solution (40 ml) of 4-acetoxy-2,3-dimethoxy-5-methyl-6-(2-methyl-2-propenyl)phenol (3.0 g) and sodium acetate (1.0 g) in acetic acid, and the mixture was stirred at room temperature for 30 minutes. Water was added to the reaction mixture, and the mixture was extracted with ethyl acetate. The extract was washed with a saturated aqueous solution of sodium bicarbonate and saturated brine, dried over anhydrous sodium sulfate and concentrated under reduced pressure. The... The solvent is C(C)(=O)O (acetic acid). The reactants are CCOC(=O)C1(S(=O)(=O)c2ccc(OCCC(C)C)cc2)CCN(Cc2ccccc2)CC1, C1CCOC1, CO, [Na+], [OH-]. Yields the product CC(C)CCOc1ccc(S(=O)(=O)C2(C(=O)O)CCN(Cc3ccccc3)CC2)cc1. RXN SMILES: [CH2:1]([CH3:2])[O:3][C:4](=[O:5])[C:6]1([S:19](=[O:20])(=[O:21])[c:22]2[cH:23][cH:24][c:25]([O:28][CH2:29][CH2:30][CH:31]([CH3:32])[CH3:33])[cH:26][cH:27]2)[CH2:7][CH2:8][N:9]([CH2:12][c:13]2[cH:14][cH:15][cH:16][cH:17][cH:18]2)[CH2:10][CH2:11]1.[CH2:34]1[O:35][CH2:36][CH2:37][CH2:38]1.[CH3:39][OH:40].[Na+:42].[OH-:41]>>[O:3]=[C:4]([OH:5])[C:6]1([S:19](=[O:20])(=[O:21])[c:22]2[cH:23][cH:24][c:25]([O:28][CH2:29][CH2:30][CH:31]([CH3:32])[CH3:33])[cH:26][cH:27]2)[CH2:7][CH2:8][N:9]([CH2:12][c:13]2[cH:14][cH:15][cH:16][cH:17][cH:18]2)[CH2:10][CH2:11]1. Starting materials: FC=1C=C(C=C(C1)F)[C@H]1N(C(CSC1)=O)CC(=O)OCC1=CC=CC=C1 (Benzyl [(3R)-3-(3,5-difluorophenyl)-5-oxothiomorpholin-4-yl]acetate), CO (MeOH). The reagents and catalysts are OO (hydrogen peroxide), Cl (HCl). Reaction conditions: temperature 40 celsius. Yields the product FC=1C=C(C=C(C1)F)[C@H]1N(C(CS(C1)=O)=O)CC(=O)OCC1=CC=CC=C1 (Benzyl [(3R)-3-(3,5-difluorophenyl)-1-oxido-5-oxothiomorpholin-4-yl]acetate). As a reaction SMILES: [F:1][C:2]1[CH:3]=[C:4]([C@@H:9]2[CH2:14][S:13][CH2:12][C:11](=[O:15])[N:10]2[CH2:16][C:17]([O:19][CH2:20][C:21]2[CH:26]=[CH:25][CH:24]=[CH:23][CH:22]=2)=[O:18])[CH:5]=[C:6]([F:8])[CH:7]=1.C[OH:28]>OO.Cl>[F:1][C:2]1[CH:3]=[C:4]([C@@H:9]2[CH2:14][S:13](=[O:28])[CH2:12][C:11](=[O:15])[N:10]2[CH2:16][C:17]([O:19][CH2:20][C:21]2[CH:26]=[CH:25][CH:24]=[CH:23][CH:22]=2)=[O:18])[CH:5]=[C:6]([F:8])[CH:7]=1. Reported procedure: To a solution of benzyl [(3R)-3-(3,5-difluorophenyl)-5-oxothiomorpholin-4-yl]acetate (151 mg, 0.399 mmol, from Step A.) in MeOH (10 mL) was added aqueous hydrogen peroxide (30 drops, ˜0.8 mL, 30% by weight), and aqueous HCl (5 drops, 3 M HCl). This mixture was then heated to 40° C. for 2.5 hours. After cooling to ambient temperature, the bulk of the MeOH was removed in vacuo, and the residue was partitioned between 50 mL of water and 100 mL of diethyl ether. The organics were washed with saturat... Yields the product Cl.N[C@@H]1[C@H](CCC1)NC(C1=C(C=CC(=C1)Cl)N1N=CC=N1)=O (N-[(1S,2S)-2-Aminocyclopentyl]-5-chloro-2-(2H-1,2,3-triazol-2-yl)benzamide hydrochloride). RXN SMILES: [Cl:1][C:2]1[CH:3]=[CH:4][C:5]([N:24]2[N:28]=[CH:27][CH:26]=[N:25]2)=[C:6]([CH:23]=1)[C:7]([NH:9][C@H:10]1[CH2:14][CH2:13][CH2:12][C@@H:11]1[NH:15]C(=O)OC(C)(C)C)=[O:8].Cl>C(Cl)Cl.O1CCOCC1>[ClH:1].[NH2:15][C@H:11]1[CH2:12][CH2:13][CH2:14][C@@H:10]1[NH:9][C:7](=[O:8])[C:6]1[CH:23]=[C:2]([Cl:1])[CH:3]=[CH:4][C:5]=1[N:24]1[N:25]=[CH:26][CH:27]=[N:28]1 |f:4.5|. Solvent: C(Cl)Cl (DCM), O1CCOCC1 (1,4-dioxane). Run at time 8 hour. Procedure details: To a solution of tert-butyl N-[(1S,2S)-2-[5-chloro-2-(2H-1,2,3-triazol-2-yl)benzamido]cyclopentyl]carbamate (170 mg, 0.418 mmol) in DCM (5 ml) was added HCl in 1,4-dioxane (4 M, 3 ml). The reaction was stirred at room temperature overnight and then concentrated in vacuo. The solid was triturated with diethyl ether (3×1 ml) to afford the title compound. The reactants are ClC=1C=CC(=C(C(=O)N[C@@H]2[C@H](CCC2)NC(OC(C)(C)C)=O)C1)N1N=CC=N1 (tert-butyl N-[(1S,2S)-2-[5-chloro-2-(2H-1,2,3-triazol-2-yl)benzamido]cyclopentyl]carbamate), Cl (HCl). Starting materials: CC=1C=NNC1 (4-methylpyrazole), [H-].[Na+] (sodium hydride), ice water, BrC(C(=O)OC(C)(C)C)CCBr (tert-butyl 2,4-dibromobutanoate). Solvent: O1CCCC1 (tetrahydrofuran), O1CCCC1 (tetrahydrofuran). Run at temperature 0 celsius, time 30 minute. Product: CC=1C=NN(C1)C1(CC1)C(=O)OC(C)(C)C (tert-butyl 1-(4-methyl-1H-pyrazol-1-yl)cyclopropanecarboxylate). Yield: 44.6%. As a reaction SMILES: [H-].[Na+].[CH3:3][C:4]1[CH:5]=[N:6][NH:7][CH:8]=1.Br[CH:10]([CH2:18][CH2:19]Br)[C:11]([O:13][C:14]([CH3:17])([CH3:16])[CH3:15])=[O:12]>O1CCCC1>[CH3:3][C:4]1[CH:5]=[N:6][N:7]([C:10]2([C:11]([O:13][C:14]([CH3:17])([CH3:16])[CH3:15])=[O:12])[CH2:19][CH2:18]2)[CH:8]=1 |f:0.1|. Procedure details: Into a 25 mL round bottom flask were added sodium hydride (60% dispersion in mineral oil, 164.3 mg, 4.1 mmol) and anhydrous tetrahydrofuran (8 mL). The mixture was cooled with an ice-water bath before a solution of 4-methylpyrazole (204.2 mg, 2.487 mmol) in anhydrous tetrahydrofuran (2 mL) was added. The mixture was stirred in the ice-water bath for 30 minutes before tert-butyl 2,4-dibromobutanoate (0.48 mL, 2.2 mmol) was added dropwise at 0° C. The reaction mixture was stirred at 0° C. for 30 m... Starting materials: C(C)(=O)OCCCC(=O)ON(C(C)=O)C=1C(=C(C(=C(C(=O)NCC(COC(C)=O)OC(C)=O)C1I)I)C(=O)NCC(COC(C)=O)OC(C)=O)I (5-[N-(2-Acetoxyethyl)acetoxyacetamido]-N,N'bis(2,3-diacetoxypropy)-2,4,6-triiodoisophthalamide), C(C)(=O)O (acetic acid), O (water), S(O)(O)(=O)=O (sulfuric acid). Yields the product C(CO)N(C=1C(=C(C(=C(C1I)C(=O)NCC(CO)O)I)C(=O)NCC(CO)O)I)C(=O)CO (ioversol). As a reaction SMILES: C(OCCCC(O[N:11]([C:15]1[C:16]([I:51])=[C:17]([C:37]([NH:39][CH2:40][CH:41]([O:47]C(=O)C)[CH2:42][O:43]C(=O)C)=[O:38])[C:18]([I:36])=[C:19]([C:34]=1[I:35])[C:20]([NH:22][CH2:23][CH:24]([O:30]C(=O)C)[CH2:25][O:26]C(=O)C)=[O:21])[C:12](=[O:14])[CH3:13])=O)(=O)C.S(=O)(=O)(O)[OH:53].[C:57](O)(=O)[CH3:58].[OH2:61]>>[CH2:57]([N:11]([C:12]([CH2:13][OH:53])=[O:14])[C:15]1[C:16]([I:51])=[C:17]([C:37]([NH:39][CH2:40][CH:41]([OH:47])[CH2:42][OH:43])=[O:38])[C:18]([I:36])=[C:19]([C:20]([NH:22][CH2:23][CH:24]([OH:30])[CH2:25][OH:26])=[O:21])[C:34]=1[I:35])[CH2:58][OH:61]. Procedure: 5-[N-(2-Acetoxyethyl)acetoxyacetamido]-N,N'bis(2,3-diacetoxypropy)-2,4,6-triiodoisophthalamide solids are slurried in hot water containing a catalytic quantity of sulfuric acid. The solid gradually dissolves as it is heated with the steam on the jacket. The material is hydrolyzed to produce crude ioversol and acetic acid as a by-product. To remove the acetic acid, clean steam is sparged into the reactor. The solution volume is maintained constant by adding deionized water during the reaction and... Starting materials: COC(=O)c1ccnc(-c2ccc(OS(=O)(=O)C(F)(F)F)c(C#N)c2)c1, O=C([O-])[O-], Cc1ccccc1, CC(C)[Si](C(C)C)(C(C)C)n1ccc(B(O)O)c1, [K+], [K+], O, c1ccc(P(c2ccccc2)(c2ccccc2)[Pd](P(c2ccccc2)(c2ccccc2)c2ccccc2)(P(c2ccccc2)(c2ccccc2)c2ccccc2)P(c2ccccc2)(c2ccccc2)c2ccccc2)cc1. The product is COC(=O)c1ccnc(-c2ccc(-c3ccn([Si](C(C)C)(C(C)C)C(C)C)c3)c(C#N)c2)c1. Reaction SMILES: [C:14](#[N:15])[c:16]1[cH:17][c:18](-[c:30]2[cH:31][c:32]([C:33](=[O:34])[O:35][CH3:36])[cH:37][cH:38][n:39]2)[cH:19][cH:20][c:21]1[O:22][S:23]([C:24]([F:25])([F:26])[F:27])(=[O:28])=[O:29].[C:1](=[O:2])([O-:3])[O-:4].[CH3:7][c:8]1[cH:9][cH:10][cH:11][cH:12][cH:13]1.[CH:40]([CH3:41])([CH3:42])[Si:43]([n:44]1[cH:45][c:46]([B:49]([OH:50])[OH:51])[cH:47][cH:48]1)([CH:52]([CH3:53])[CH3:54])[CH:55]([CH3:56])[CH3:57].[K+:5].[K+:6].[OH2:135].[cH:58]1[cH:59][cH:60][c:61]([P:62]([Pd:63]([P:64]([c:65]2[cH:66][cH:67][cH:68][cH:69][cH:70]2)([c:71]2[cH:72][cH:73][cH:74][cH:75][cH:76]2)[c:77]2[cH:78][cH:79][cH:80][cH:81][cH:82]2)([P:83]([c:84]2[cH:85][cH:86][cH:87][cH:88][cH:89]2)([c:90]2[cH:91][cH:92][cH:93][cH:94][cH:95]2)[c:96]2[cH:97][cH:98][cH:99][cH:100][cH:101]2)[P:102]([c:103]2[cH:104][cH:105][cH:106][cH:107][cH:108]2)([c:109]2[cH:110][cH:111][cH:112][cH:113][cH:114]2)[c:115]2[cH:116][cH:117][cH:118][cH:119][cH:120]2)([c:121]2[cH:122][cH:123][cH:124][cH:125][cH:126]2)[c:127]2[cH:128][cH:129][cH:130][cH:131][cH:132]2)[cH:133][cH:134]1>>[C:14](#[N:15])[c:16]1[cH:17][c:18](-[c:30]2[cH:31][c:32]([C:33](=[O:34])[O:35][CH3:36])[cH:37][cH:38][n:39]2)[cH:19][cH:20][c:21]1-[c:46]1[cH:45][n:44]([Si:43]([CH:40]([CH3:41])[CH3:42])([CH:52]([CH3:53])[CH3:54])[CH:55]([CH3:56])[CH3:57])[cH:48][cH:47]1.